describe an organic reaction: reactants, conditions, products, and yield From a dataset of the Open Reaction Database (ORD), a public repository of structured organic reaction records. The reactants are CC[N+](=O)[O-], CC(=O)O, O=Cc1c(O)cc(OCc2ccsc2)cc1F, O. Product: N#Cc1c(O)cc(OCc2ccsc2)cc1F. Reaction SMILES: [CH3:18][CH2:19][N+:20](=[O:21])[O-:22].[CH3:23][C:24](=[O:25])[OH:26].[F:1][c:2]1[c:3]([CH:4]=[O:5])[c:6]([OH:17])[cH:7][c:8]([O:10][CH2:11][c:12]2[cH:13][s:14][cH:15][cH:16]2)[cH:9]1.[OH2:27]>>[F:1][c:2]1[c:3]([C:4]#[N:20])[c:6]([OH:17])[cH:7][c:8]([O:10][CH2:11][c:12]2[cH:13][s:14][cH:15][cH:16]2)[cH:9]1.